This data is from the Open Reaction Database (ORD), a public repository of structured organic reaction records. The task is: describe an organic reaction: reactants, conditions, products, and yield The reactants are [O-]P(=O)([O-])[O-].[K+].[K+].[K+] (Potassium phosphate tribasic), CC1=CC=C2C(=N1)OC1=C2C=CC=C1B1OC(C(O1)(C)C)(C)C (2-methyl-8-(4,4,5,5-tetramethyl-1,3,2-dioxaborolan-2-yl)benzofuro[2,3-b]pyridine), ClC1=NC=CC(=C1)C1=C(C(=CC=C1)F)F (2-chloro-4-(2,3-difluorophenyl)pyridine), tris(dibenzylideneacetone)palladium(0), C1(CCCCC1)P(C1=C(C=CC=C1)C1=C(C=CC=C1OC)OC)C1CCCCC1 (2-dicyclohexylphosphino-2′,6′-dimethoxybiphenyl). The solvent is O (water), C1(=CC=CC=C1)C (toluene). The product is FC1=C(C=CC=C1F)C1=CC(=NC=C1)C1=CC=CC2=C1OC1=NC(=CC=C12)C (8-(4-(2,3-difluorophenyl)pyridin-2-yl)-2-methylbenzofuro[2,3-b]pyridine). Isolated yield 35.5%. RXN SMILES: [CH3:1][C:2]1[N:7]=[C:6]2[O:8][C:9]3[C:14](B4OC(C)(C)C(C)(C)O4)=[CH:13][CH:12]=[CH:11][C:10]=3[C:5]2=[CH:4][CH:3]=1.Cl[C:25]1[CH:30]=[C:29]([C:31]2[CH:36]=[CH:35][CH:34]=[C:33]([F:37])[C:32]=2[F:38])[CH:28]=[CH:27][N:26]=1.C1(P(C2CCCCC2)C2C=CC=CC=2C2C(OC)=CC=CC=2OC)CCCCC1.[O-]P([O-])([O-])=O.[K+].[K+].[K+]>O.C1(C)C=CC=CC=1>[F:38][C:32]1[C:33]([F:37])=[CH:34][CH:35]=[CH:36][C:31]=1[C:29]1[CH:28]=[CH:27][N:26]=[C:25]([C:14]2[C:9]3[O:8][C:6]4[C:5]([C:10]=3[CH:11]=[CH:12][CH:13]=2)=[CH:4][CH:3]=[C:2]([CH3:1])[N:7]=4)[CH:30]=1 |f:3.4.5.6|. Procedure: 2-methyl-8-(4,4,5,5-tetramethyl-1,3,2-dioxaborolan-2-yl)benzofuro[2,3-b]pyridine (2.8 g, 9.06 mmol), 2-chloro-4-(2,3-difluorophenyl)pyridine (2.452 g, 10.87 mmol), tris(dibenzylideneacetone)palladium(0) (0.166 g, 0.181 mmol) and 2-dicyclohexylphosphino-2′,6′-dimethoxybiphenyl (0.297 g, 0.725 mmol) were charged into the reaction mixture with 200 mL of toluene. Potassium phosphate tribasic (5.76 g, 27.2 mmol) was dissolved in 25 mL of water then was charged into the reaction mixture. This mixture ... Reactants: OC=1SC(=CC1C)I (2-hydroxy-methyl-5-iodo-thiophene), CN(C=O)C (dimethyl formamide). Product: OCC1=CC=C(S1)C=1SC(=CC1)CO (5,5'-dihydroxymethyl-2,2'-bithiophene). As a reaction SMILES: O[C:2]1[S:3][C:4](I)=[CH:5][C:6]=1C.CN(C)[CH:11]=[O:12]>>[OH:12][CH2:11][C:2]1[S:3][C:4]([C:4]2[S:3][C:2]([CH2:11][OH:12])=[CH:6][CH:5]=2)=[CH:5][CH:6]=1. Procedure: 5,5'-Dihydroxymethyl-2,2'-bithiophene was also obtained by refluxing 2-hydroxy-methyl-5-iodo-thiophene with Cu powder in dimethyl formamide. The Ullmann condensation yielded a very poor amount of 5,5'-dihydroxymethyl-2,2'-bithiophene. The reactants are C(C)OC(CNS(=O)(=O)C=1SC=CC1C1OCCO1)=O (N-[[3-(1,3-Dioxolan-2-yl)-2-thienyl]sulfonyl]-glycine Ethyl Ester), CC(C)([O-])C.[K+] (potassium t-butoxide), C(C)(C)(C)O (t-butanol), COC1=CC=C(CCl)C=C1 (4-methoxybenzyl chloride), Cl (HCl). The solvent is CN(C)C=O (DMF), O (water). Reaction conditions: time 4 hour. Product: C(C)OC(CN(CC1=CC=C(C=C1)OC)S(=O)(=O)C=1SC=CC1C1OCCO1)=O (N-[[3-(1,3-Dioxolan-2-yl)-2-thienyl]sulfonyl]-N-(4-methoxyphenylmethyl) glycine Ethyl Ester). Isolated yield 101.6%. As a reaction SMILES: [CH2:1]([O:3][C:4](=[O:20])[CH2:5][NH:6][S:7]([C:10]1[S:11][CH:12]=[CH:13][C:14]=1[CH:15]1[O:19][CH2:18][CH2:17][O:16]1)(=[O:9])=[O:8])[CH3:2].CC(C)([O-])C.[K+].C(O)(C)(C)C.[CH3:32][O:33][C:34]1[CH:41]=[CH:40][C:37]([CH2:38]Cl)=[CH:36][CH:35]=1.Cl>CN(C=O)C.O>[CH2:1]([O:3][C:4](=[O:20])[CH2:5][N:6]([S:7]([C:10]1[S:11][CH:12]=[CH:13][C:14]=1[CH:15]1[O:16][CH2:17][CH2:18][O:19]1)(=[O:8])=[O:9])[CH2:38][C:37]1[CH:40]=[CH:41][C:34]([O:33][CH3:32])=[CH:35][CH:36]=1)[CH3:2] |f:1.2|. Reported procedure: To a solution of the product from Example 10, Step A (2.80 g, 8.72 mmol) in anhydrous DMF (40 mL) at 0° C. was added a solution of potassium t-butoxide in t-butanol (1M, 9.16 mL, 9.16 mmol) followed by 4-methoxybenzyl chloride (1.78 g, 11.34 mmol). The solution was stirred at ambient temperature for 4 h, poured into 2N HCl (50 mL), diluted with water (150 mL) and extracted with ethyl acetate (2×120 mL). The combined extracts were dried (MgSO4), filtered and evaporated to give a viscous oil (3.91... The reactants are O=C([O-])[O-], CS(C)=O, CSCCC(NC(=O)OCc1ccccc1)C(=O)NC1CCC(OC(C)C)CC1CS(=O)(=O)C(C)C, [Cs+], [Cs+]. The product is CC(C)OC1CCC(N2CCC(NC(=O)OCc3ccccc3)C2=O)C(CS(=O)(=O)C(C)C)C1. Reaction SMILES: [C:37](=[O:38])([O-:39])[O-:40].[CH3:43][S:44]([CH3:45])=[O:46].[CH:1]([CH3:2])([CH3:3])[O:4][CH:5]1[CH2:6][CH:7]([CH2:30][S:31](=[O:32])(=[O:33])[CH:34]([CH3:35])[CH3:36])[CH:8]([NH:11][C:12]([CH:13]([CH2:14][CH2:15][S:16][CH3:17])[NH:18][C:19]([O:20][CH2:21][c:22]2[cH:23][cH:24][cH:25][cH:26][cH:27]2)=[O:28])=[O:29])[CH2:9][CH2:10]1.[Cs+:41].[Cs+:42]>>[CH:1]([CH3:2])([CH3:3])[O:4][CH:5]1[CH2:6][CH:7]([CH2:30][S:31](=[O:32])(=[O:33])[CH:34]([CH3:35])[CH3:36])[CH:8]([N:11]2[C:12](=[O:29])[CH:13]([NH:18][C:19]([O:20][CH2:21][c:22]3[cH:23][cH:24][cH:25][cH:26][cH:27]3)=[O:28])[CH2:14][CH2:15]2)[CH2:9][CH2:10]1. The reactants are C=CCN(C(=O)OCc1ccc([N+](=O)[O-])cc1)C1CCN(CC2CC(N(C)C(=O)OC(C)(C)C)CC2c2ccccc2)CC1, O=C(Cl)c1ccc(F)cc1. The product is C=CCN(C(=O)OCc1ccc([N+](=O)[O-])cc1)C1CCN(CC2CC(N(C)C(=O)c3ccc(F)cc3)CC2c2ccccc2)CC1. As a reaction SMILES: [CH3:1][N:2]([C:3]([O:4][C:5]([CH3:6])([CH3:7])[CH3:8])=[O:9])[CH:10]1[CH2:11][CH:12]([CH2:21][N:22]2[CH2:23][CH2:24][CH:25]([N:28]([CH2:29][CH:30]=[CH2:31])[C:32](=[O:33])[O:34][CH2:35][c:36]3[cH:37][cH:38][c:39]([N+:42](=[O:43])[O-:44])[cH:40][cH:41]3)[CH2:26][CH2:27]2)[CH:13]([c:15]2[cH:16][cH:17][cH:18][cH:19][cH:20]2)[CH2:14]1.[F:45][c:46]1[cH:47][cH:48][c:49]([C:50](=[O:51])[Cl:52])[cH:53][cH:54]1>>[CH3:1][N:2]([CH:10]1[CH2:11][CH:12]([CH2:21][N:22]2[CH2:23][CH2:24][CH:25]([N:28]([CH2:29][CH:30]=[CH2:31])[C:32](=[O:33])[O:34][CH2:35][c:36]3[cH:37][cH:38][c:39]([N+:42](=[O:43])[O-:44])[cH:40][cH:41]3)[CH2:26][CH2:27]2)[CH:13]([c:15]2[cH:16][cH:17][cH:18][cH:19][cH:20]2)[CH2:14]1)[C:50]([c:49]1[cH:48][cH:47][c:46]([F:45])[cH:54][cH:53]1)=[O:51]. The reactants are C(N)(=N)C1=CC=C2C=C(N(C2=C1)CC)CC[C@H]1N(CCC1)C(CN(CC(=O)OCC)C1CC1)=O (ethyl 2-[[2-[(S)-2-[2-(6-amidino-1-ethylindol-2-yl)ethyl]pyrrolidinyl]-2-oxoethyl]cyclopropylamino]acetate), [OH-].[Na+] (NaOH). The solvent is C(C)O (ethanol). Reaction conditions: time 2 hour. Product: C(N)(=N)C1=CC=C2C=C(N(C2=C1)CC)CC[C@H]1N(CCC1)C(CN(CC(=O)O)C1CC1)=O (2-[[2-[(S)-2-[2-(6-amidino-1-ethylindol-2-yl)ethyl]pyrrolidinyl]-2-oxoethyl]cyclopropylamino]acetic acid). The yield is 66.5%. Reaction SMILES: [C:1]([C:4]1[CH:12]=[C:11]2[C:7]([CH:8]=[C:9]([CH2:15][CH2:16][C@@H:17]3[CH2:21][CH2:20][CH2:19][N:18]3[C:22](=[O:34])[CH2:23][N:24]([CH:31]3[CH2:33][CH2:32]3)[CH2:25][C:26]([O:28]CC)=[O:27])[N:10]2[CH2:13][CH3:14])=[CH:6][CH:5]=1)(=[NH:3])[NH2:2].[OH-].[Na+]>C(O)C>[C:1]([C:4]1[CH:12]=[C:11]2[C:7]([CH:8]=[C:9]([CH2:15][CH2:16][C@@H:17]3[CH2:21][CH2:20][CH2:19][N:18]3[C:22](=[O:34])[CH2:23][N:24]([CH:31]3[CH2:33][CH2:32]3)[CH2:25][C:26]([OH:28])=[O:27])[N:10]2[CH2:13][CH3:14])=[CH:6][CH:5]=1)(=[NH:2])[NH2:3] |f:1.2|. Reported procedure: 40 mg of ethyl 2-[[2-[(S)-2-[2-(6-amidino-1-ethylindol-2-yl)ethyl]pyrrolidinyl]-2-oxoethyl]cyclopropylamino]acetate obtained in Example 43 was dissolved in 50 ml of ethanol, and 2 ml, of 2N NaOH was added thereto. The reaction mixture was stirred for 2 hours and then evaporated under reduced pressure to remove the solvent. The residue was purified with column chromatography [eluent: ethanol] on NH—DM 1020 silica to obtain 25 mg of the title compound as a pale yellow solid. Solvent: O (water). RXN SMILES: [NH2:1][CH2:2][CH2:3][CH2:4][CH2:5][CH2:6][CH2:7][CH2:8][CH2:9][CH2:10][CH2:11][CH2:12][C:13]([OH:15])=[O:14].Cl>O>[NH4+:1].[NH2:1][CH2:2][CH2:3][CH2:4][CH2:5][CH2:6][CH2:7][CH2:8][CH2:9][CH2:10][CH2:11][CH2:12][C:13]([OH:15])=[O:14] |f:3.4|. The product is [NH4+].NCCCCCCCCCCCC(=O)O (12-aminododecanoic acid ammonium), montmorillonite. Run at time 5 minute. Procedure: Two hundred (200) g of montmorillonite which is the starting material with an average thickness of 9.5Å and one side length of about 0.1 μm of one unit of layered silicate was dispersed in 10 liters of water, and, to the resultant dispersion, added were 51.2 g of 12-aminododecanoic acid and 24 ml of conc. hydrochloric acid and the mixture was stirred for 5 minutes, followed by filtration. Further, the product was thoroughly washed and then vacuum dried. By this operation, a complex of 12-aminodo... The reactants are NCCCCCCCCCCCC(=O)O (12-aminododecanoic acid), Cl (hydrochloric acid), ( 200 ), montmorillonite.